Task: describe an organic reaction: reactants, conditions, products, and yield. Dataset: the Open Reaction Database (ORD), a public repository of structured organic reaction records Starting materials: [OH-].[K+] (potassium hydroxide), COC1=C(C(=C(C(=C1C)C)OC)C)CC[C@@](COS(=O)(=O)C1=C(C=CC=C1)C)(O)C ((S)-4-(2',5'-dimethoxy-3',4',6'-trimethylphenyl)-2-methyl-1-toluylsulphonyloxy-2-butanol), C(Cl)Cl (methylene chloride). Solvent: C(C)O (ethanol). Run at time 10 minute. The product is COC1=C(C(=C(C(=C1C)C)OC)C)CC[C@]1(CO1)C ((S)-4-(2',5'-dimethoxy-3',4',6'-trimethylphenyl)-2-methyl-1,2-epoxybutane). Isolated yield 98.0%. Reaction SMILES: [CH3:1][O:2][C:3]1[C:8]([CH3:9])=[C:7]([CH3:10])[C:6]([O:11][CH3:12])=[C:5]([CH3:13])[C:4]=1[CH2:14][CH2:15][C@:16]([CH3:30])([OH:29])[CH2:17]OS(C1C=CC=CC=1C)(=O)=O.[OH-].[K+].C(Cl)Cl>C(O)C>[CH3:1][O:2][C:3]1[C:8]([CH3:9])=[C:7]([CH3:10])[C:6]([O:11][CH3:12])=[C:5]([CH3:13])[C:4]=1[CH2:14][CH2:15][C@:16]1([CH3:30])[O:29][CH2:17]1 |f:1.2|. Procedure details: 177 mg of (S)-4-(2',5'-dimethoxy-3',4',6'-trimethylphenyl)-2-methyl-1-toluylsulphonyloxy-2-butanol were dissolved in 1 ml of ethanol and the solution was treated with 0.3 ml of alcoholic potassium hydroxide solution (1.5N). The mixture was left to stand at room temperature for 10 minutes, 30 ml of methylene chloride were then added and the resulting mixture was dried over sodium sulphate and concentrated. There were obtained 105 mg of (S)-4-(2',5'-dimethoxy-3',4',6'-trimethylphenyl)-2-methyl-1,2... Starting materials: C(C1=CC=CC=C1)O[C@@H]1C(O[C@H]([C@H]([C@H]1OCC1=CC=CC=C1)OCC1=CC=CC=C1)C)Br (2,3,4-tri-O-benzyl-fucopyranosyl bromide), CO (Methanol), CN(C=O)C (dimethylformamide), C(C1=CC=CC=C1)OC([C@@H](N(C(=O)O)OC(C1=CC=CC=C1)=O)CO)=O (N-carboxybenzoyloxy-L-serine benzyl ester), 4A. Reagents/catalysts: [Br-].C(C)[N+](CC)(CC)CC (tetraethylammonium bromide). Solvent: ClCCl (dichloromethane), ClCCl (dichloromethane). The product is C(C1=CC=CC=C1)OC([C@@H](NOC(C1=C(C=CC=C1)C(=O)O)=O)CO[C@H]1[C@@H](OCC2=CC=CC=C2)[C@H](OCC2=CC=CC=C2)[C@H](OCC2=CC=CC=C2)[C@@H](O1)C)=O (N-(carboxybenzoyloxy)-3-O-(2,3,4-tri-O-benzyl-a-L-fucopyranosyl)-L-serine benzyl ester). Isolated yield 85.0%. As a reaction SMILES: [CH2:1]([O:8][C:9](=[O:26])[C@H:10]([CH2:24][OH:25])[N:11]([O:15][C:16](=[O:23])[C:17]1[CH:22]=[CH:21][CH:20]=[CH:19][CH:18]=1)C(O)=O)[C:2]1[CH:7]=[CH:6][CH:5]=[CH:4][CH:3]=1.CN(C)[CH:29]=[O:30].[CH2:32]([O:39][C@H:40]1[C@H:45]([O:46][CH2:47][C:48]2[CH:53]=[CH:52][CH:51]=[CH:50][CH:49]=2)[C@H:44]([O:54][CH2:55][C:56]2[CH:61]=[CH:60][CH:59]=[CH:58][CH:57]=2)[C@H:43]([CH3:62])[O:42][CH:41]1Br)[C:33]1[CH:38]=[CH:37][CH:36]=[CH:35][CH:34]=1.C[OH:65]>[Br-].C([N+](CC)(CC)CC)C.ClCCl>[CH2:1]([O:8][C:9](=[O:26])[C@H:10]([CH2:24][O:25][C@@H:41]1[O:42][C@@H:43]([CH3:62])[C@@H:44]([O:54][CH2:55][C:56]2[CH:61]=[CH:60][CH:59]=[CH:58][CH:57]=2)[C@@H:45]([O:46][CH2:47][C:48]2[CH:53]=[CH:52][CH:51]=[CH:50][CH:49]=2)[C@@H:40]1[O:39][CH2:32][C:33]1[CH:38]=[CH:37][CH:36]=[CH:35][CH:34]=1)[NH:11][O:15][C:16](=[O:23])[C:17]1[CH:18]=[CH:19][CH:20]=[CH:21][C:22]=1[C:29]([OH:30])=[O:65])[C:2]1[CH:3]=[CH:4][CH:5]=[CH:6][CH:7]=1 |f:4.5|. Procedure: (FIG. 2-A). N-carboxybenzoyloxy-L-serine benzyl ester (dried under vacuum overnight with phosphorus pentoxide, 5.04 g, 15.3 mmol) and tetraethylammonium bromide (3.47 g, 16.83 mmol) were dissolved in dichloromethane (30 mL) and dimethylformamide (2 mL) containing crushed 4A molecular sieves (15 g). The solution was stirred under argon for thirty minutes. To this slurry was added freshly prepared 2,3,4-tri-O-benzyl-fucopyranosyl bromide (U. Spohr and R. U. Lemieux, Carbohydr. Res., 174 (1988) 211... The reactants are CC1(CCN(C2=CC(=CC=C12)C#CC1=CC(=C(C(=O)OCC)C=C1)F)C1=CC=C(C=C1)C)C (ethyl 4-(2-(4,4-dimethyl-1,2,3,4-tetrahydro-N-(4-methylphenyl) quinolin-7-yl)ethynyl)-2-fluorobenzoate), CC1(CCN(C2=CC(=CC=C12)C#CC1=CC(=C(C(=O)OCC)C=C1)F)C1=CC=C(C=C1)C)C (ethyl 4-(2-(4,4-dimethyl-1,2,3,4-tetrahydro-N-(4-methylphenyl) quinolin-7-yl)ethynyl)-2-fluorobenzoate), [Li+].[OH-] (LiOH). The solvent is O1CCCC1 (tetrahydrofuran), CO (methanol). Reaction conditions: time 72 hour. The product is CC1(CCN(C2=CC(=CC=C12)C#CC1=CC(=C(C(=O)O)C=C1)F)C1=CC=C(C=C1)C)C (4-(2-(4,4-Dimethyl-1,2,3,4-tetrahydro-N-(4-methylphenyl)quinolin-7-yl)ethynyl)-2-fluorobenzoic Acid). The yield is 98.0%. As a reaction SMILES: [CH3:1][C:2]1([CH3:33])[C:11]2[C:6](=[CH:7][C:8]([C:12]#[C:13][C:14]3[CH:24]=[CH:23][C:17]([C:18]([O:20]CC)=[O:19])=[C:16]([F:25])[CH:15]=3)=[CH:9][CH:10]=2)[N:5]([C:26]2[CH:31]=[CH:30][C:29]([CH3:32])=[CH:28][CH:27]=2)[CH2:4][CH2:3]1.[Li+].[OH-]>O1CCCC1.CO>[CH3:1][C:2]1([CH3:33])[C:11]2[C:6](=[CH:7][C:8]([C:12]#[C:13][C:14]3[CH:24]=[CH:23][C:17]([C:18]([OH:20])=[O:19])=[C:16]([F:25])[CH:15]=3)=[CH:9][CH:10]=2)[N:5]([C:26]2[CH:27]=[CH:28][C:29]([CH3:32])=[CH:30][CH:31]=2)[CH2:4][CH2:3]1 |f:1.2|. Procedure details: To a solution of 0.088 g (0.19 mmol) of ethyl 4-(2-(4,4-dimethyl-1,2,3,4-tetrahydro-N-(4-methylphenyl) quinolin-7-yl)ethynyl)-2-fluorobenzoate (Compound 11) in 3.0 mL of tetrahydrofuran and 0.5 mL of methanol was added 0.5 mL (0.5 mmol) of 1.0M aqueous LiOH. The resulting solution was stirred at room temperature for 72 hours. The mixture was concentrated in vacuo, water was added, and the mixture was extracted with ethyl acetate (2x). The combined organic layers were washed with brine, dried (Mg... Starting materials: CN(C=O)C (N,N-dimethylformamide), C(=O)(OC(C)(C)C)N1CCC(=CC1)B1OC(C(O1)(C)C)(C)C (1-N—BOC-4-(4,4,5,5-tetramethyl-[1,3,2]dioxaborolan-2-yl)-3,6-dihydro-2H-pyridine), ClC1=NC=C(C(=O)OC)C=C1 (methyl 6-chloronicotinate), C([O-])([O-])=O.[K+].[K+] (potassium carbonate). Reagents/catalysts: C1=CC=C(C=C1)P([C-]2C=CC=C2)C3=CC=CC=C3.C1=CC=C(C=C1)P([C-]2C=CC=C2)C3=CC=CC=C3.Cl[Pd]Cl.[Fe+2] (1,1′-bis(diphenylphosphino)ferrocenedichloropalladium(II)). The solvent is C(C)(=O)OCC (ethyl acetate), O (water). Conditions: temperature 100 celsius, time 2 hour. Yields the product N1=C(C=CC(=C1)C(=O)OC)C1=CCN(CC1)C(=O)OC(C)(C)C (1′-tert-Butyl 5-methyl 5′,6′-dihydro-[2,4′-bipyridine]-1′,5(2′H)-dicarboxylate). The yield is 22.3%. RXN SMILES: CN(C)C=O.[C:6]([N:13]1[CH2:18][CH:17]=[C:16](B2OC(C)(C)C(C)(C)O2)[CH2:15][CH2:14]1)([O:8][C:9]([CH3:12])([CH3:11])[CH3:10])=[O:7].Cl[C:29]1[CH:38]=[CH:37][C:32]([C:33]([O:35][CH3:36])=[O:34])=[CH:31][N:30]=1.C(=O)([O-])[O-].[K+].[K+]>C(OCC)(=O)C.O.C1C=CC(P(C2C=CC=CC=2)[C-]2C=CC=C2)=CC=1.C1C=CC(P(C2C=CC=CC=2)[C-]2C=CC=C2)=CC=1.Cl[Pd]Cl.[Fe+2]>[N:30]1[CH:31]=[C:32]([C:33]([O:35][CH3:36])=[O:34])[CH:37]=[CH:38][C:29]=1[C:16]1[CH2:15][CH2:14][N:13]([C:6]([O:8][C:9]([CH3:10])([CH3:11])[CH3:12])=[O:7])[CH2:18][CH:17]=1 |f:3.4.5,8.9.10.11|. Procedure: N,N-dimethylformamide (100 mL) was added to commercially available 1-N—BOC-4-(4,4,5,5-tetramethyl-[1,3,2]dioxaborolan-2-yl)-3,6-dihydro-2H-pyridine (4.68 g, 15.1 mmol), commercially available methyl 6-chloronicotinate (2.81 g, 16.4 mmol), 1,1′-bis(diphenylphosphino)ferrocenedichloropalladium(II) (1.17 g, 1.60 mmol), and potassium carbonate (7.02 g, 50.8 mmol). The reaction liquid was stirred under nitrogen atmosphere at 100° C. for 2 hours. The reaction liquid was allowed to stand to cool to roo...